From a dataset of the Open Reaction Database (ORD), a public repository of structured organic reaction records. describe an organic reaction: reactants, conditions, products, and yield Reactants: CC(c1ccc(Br)cc1)N1CCC(CCCO)(c2ccc(F)cc2)OC1=O, Cc1cc(Br)cc(C)[n+]1[O-]. Yields the product Cc1cc(-c2ccc(C(C)N3CCC(CCCO)(c4ccc(F)cc4)OC3=O)cc2)cc(C)[n+]1[O-]. Reaction SMILES: [Br:1][c:2]1[cH:3][cH:4][c:5]([CH:8]([CH3:9])[N:10]2[C:11](=[O:27])[O:12][C:13]([CH2:16][CH2:17][CH2:18][OH:19])([c:20]3[cH:21][cH:22][c:23]([F:26])[cH:24][cH:25]3)[CH2:14][CH2:15]2)[cH:6][cH:7]1.[Br:28][c:29]1[cH:30][c:31]([CH3:37])[n+:32]([O-:36])[c:33]([CH3:35])[cH:34]1>>[c:2]1(-[c:29]2[cH:30][c:31]([CH3:37])[n+:32]([O-:36])[c:33]([CH3:35])[cH:34]2)[cH:3][cH:4][c:5]([CH:8]([CH3:9])[N:10]2[C:11](=[O:27])[O:12][C:13]([CH2:16][CH2:17][CH2:18][OH:19])([c:20]3[cH:21][cH:22][c:23]([F:26])[cH:24][cH:25]3)[CH2:14][CH2:15]2)[cH:6][cH:7]1. The reactants are [H-].[Al+3].[Li+].[H-].[H-].[H-] (lithium aluminum hydride), [Si](C)(C)(C(C)(C)C)OC1=CC=C(C=C1)CC(=O)OC (methyl 2-(4-(tert-butyldimethylsilyloxy)phenyl)acetate). Solvent: C(C)OCC (diethyl ether), C(C)OCC (diethyl ether). Conditions: time 90 minute. Yields the product [Si](C)(C)(C(C)(C)C)OC1=CC=C(C=C1)CCO (2-(4-(tert-Butyldimethylsilyloxy)phenyl)ethanol). Reaction SMILES: [H-].[Al+3].[Li+].[H-].[H-].[H-].[Si:7]([O:14][C:15]1[CH:20]=[CH:19][C:18]([CH2:21][C:22](OC)=[O:23])=[CH:17][CH:16]=1)([C:10]([CH3:13])([CH3:12])[CH3:11])([CH3:9])[CH3:8]>C(OCC)C>[Si:7]([O:14][C:15]1[CH:20]=[CH:19][C:18]([CH2:21][CH2:22][OH:23])=[CH:17][CH:16]=1)([C:10]([CH3:13])([CH3:12])[CH3:11])([CH3:9])[CH3:8] |f:0.1.2.3.4.5|. Reported procedure: To a stirring suspension of lithium aluminum hydride (893 mg, 23.5 mmol) in diethyl ether (30 mL) at 0° C. under nitrogen was added dropwise a solution of methyl 2-(4-(tert-butyldimethylsilyloxy)phenyl)acetate (3300 mg, 11767 μmol) in diethyl ether (20 mL). The mixture was stirred for 90 min, then quenched with solid sodium sulfate hexahydrate (10 g). The suspension was stirred for 45 min and the salts were removed via filtration with ether washings. The solvents were removed under reduced press... Reactants: CC(C)(C)OC(=O)Nc1cccc(CO)c1, Cc1ncc[nH]1, [H-], [Na+], Cc1ccc(S(=O)(=O)[O-])cc1, CN(C)C=O, Cc1ccc(S(=O)(=O)Cl)cc1, c1ccncc1. Product: Cc1nccn1Cc1cccc(NC(=O)OC(C)(C)C)c1. As a reaction SMILES: [C:1]([CH3:2])([CH3:3])([CH3:4])[O:5][C:6](=[O:7])[NH:8][c:9]1[cH:10][c:11]([CH2:15][OH:16])[cH:12][cH:13][cH:14]1.[CH3:28][c:29]1[nH:30][cH:31][cH:32][n:33]1.[H-:34].[Na+:35].[O-:36][S:37]([c:38]1[cH:39][cH:40][c:41]([CH3:42])[cH:43][cH:44]1)(=[O:45])=[O:46].[O:53]=[CH:54][N:55]([CH3:56])[CH3:57].[c:17]1([CH3:18])[cH:19][cH:20][c:21]([S:22]([Cl:23])(=[O:24])=[O:25])[cH:26][cH:27]1.[cH:47]1[cH:48][cH:49][n:50][cH:51][cH:52]1>>[C:1]([CH3:2])([CH3:3])([CH3:4])[O:5][C:6](=[O:7])[NH:8][c:9]1[cH:10][c:11]([CH2:15][n:30]2[c:29]([CH3:28])[n:33][cH:32][cH:31]2)[cH:12][cH:13][cH:14]1. Starting materials: Oc1cc(F)ccc1Br, CCOC(C)=O, [H-], CI, [Na+], CN(C)C=O. Product: COc1cc(F)ccc1Br. RXN SMILES: [Br:1][c:2]1[c:3]([OH:9])[cH:4][c:5]([F:8])[cH:6][cH:7]1.[CH3:19][CH2:20][O:21][C:22](=[O:23])[CH3:24].[H-:10].[I:12][CH3:13].[Na+:11].[O:14]=[CH:15][N:16]([CH3:17])[CH3:18]>>[Br:1][c:2]1[c:3]([O:9][CH3:13])[cH:4][c:5]([F:8])[cH:6][cH:7]1. The reactants are OC1=C(C(N(C2=NC=C(C=C12)B1OC(C(O1)(C)C)(C)C)C)=O)C(=O)NCC(=O)OC(C)(C)C (tert-butyl 2-(4-hydroxy-1-methyl-2-oxo-6-(4,4,5,5-tetramethyl-1,3,2-dioxaborolan-2-yl)-1,2-dihydro-1,8-naphthyridine-3-carboxamido)acetate), Example 26 ( i ), Example 26 ( k ), Example 26 ( h ), ClC1=NC=CC(=N1)C (2-chloro-4-methylpyrimidine), Example 21 ( b ). The product is OC1=C(C(N(C2=NC=C(C=C12)C1=NC=CC(=N1)C)C)=O)C(=O)NCC(=O)O (2-(4-Hydroxy-1-methyl-6-(4-methylpyrimidin-2-yl)-2-oxo-1,2-dihydro-1,8-naphthyridine-3-carboxamido)acetic acid). As a reaction SMILES: [OH:1][C:2]1[C:11]2[C:6](=[N:7][CH:8]=[C:9](B3OC(C)(C)C(C)(C)O3)[CH:10]=2)[N:5]([CH3:21])[C:4](=[O:22])[C:3]=1[C:23]([NH:25][CH2:26][C:27]([O:29]C(C)(C)C)=[O:28])=[O:24].Cl[C:35]1[N:40]=[C:39]([CH3:41])[CH:38]=[CH:37][N:36]=1>>[OH:1][C:2]1[C:11]2[C:6](=[N:7][CH:8]=[C:9]([C:35]3[N:40]=[C:39]([CH3:41])[CH:38]=[CH:37][N:36]=3)[CH:10]=2)[N:5]([CH3:21])[C:4](=[O:22])[C:3]=1[C:23]([NH:25][CH2:26][C:27]([OH:29])=[O:28])=[O:24]. Reported procedure: The title compound was prepared from tert-butyl 2-(4-hydroxy-1-methyl-2-oxo-6-(4,4,5,5-tetramethyl-1,3,2-dioxaborolan-2-yl)-1,2-dihydro-1,8-naphthyridine-3-carboxamido)acetate (Example 26 (h)) and 2-chloro-4-methylpyrimidine analogously to the procedures described for the preparation of Example 26 (i) and Example 26 (k), or Example 21 (b). MS (ESI, pos. ion) m/z: 370 (M+1). 1NMR (400 MHz, DMSO-d6) δ ppm: 10.41 (s, 1 H), 9.65 (s, 1 H), 9.24 (s, 1 H), 8.80 (d, J=4.9 Hz, 1 H), 7.41 (d, J=4.9 Hz, 1 ... The reactants are O=C([O-])[O-], CS(C)=O, Clc1nc2ccccc2nc1Cl, Cl, [K+], [K+], NS(=O)(=O)c1cccc([N+](=O)[O-])c1, O. Yields the product O=[N+]([O-])c1cccc(S(=O)(=O)Nc2nc3ccccc3nc2Cl)c1. As a reaction SMILES: [C:26](=[O:27])([O-:28])[O-:29].[CH3:33][S:34]([CH3:35])=[O:36].[Cl:1][c:2]1[n:3][c:4]2[cH:5][cH:6][cH:7][cH:8][c:9]2[n:10][c:11]1[Cl:12].[ClH:32].[K+:30].[K+:31].[N+:13](=[O:14])([O-:15])[c:16]1[cH:17][c:18]([S:22](=[O:23])(=[O:24])[NH2:25])[cH:19][cH:20][cH:21]1.[OH2:37]>>[c:2]1([NH:25][S:22]([c:18]2[cH:17][c:16]([N+:13](=[O:14])[O-:15])[cH:21][cH:20][cH:19]2)(=[O:23])=[O:24])[n:3][c:4]2[cH:5][cH:6][cH:7][cH:8][c:9]2[n:10][c:11]1[Cl:12]. Reactants: CS(=O)(=O)NC=1C=C(C(=O)NC=2C=CC(=C(C2)NC(C2=CC(=C(C=C2)OC)OC)=O)C)C=CC1 (N-[5-(3-methanesulphonylaminobenzamido)-2-methylphenyl]-3,4-dimethoxybenzamide), [H-].[Na+] (sodium hydride), CI (Methyl iodide), O (water), resultant mixture. The solvent is CN(C)C=O (DMF), CN(C)C=O (DMF). Conditions: time 3 hour. Product: CN(C=1C=C(C(=O)NC=2C=CC(=C(C2)NC(C2=CC(=C(C=C2)OC)OC)=O)C)C=CC1)S(=O)(=O)C (N-{5-[3-(N-methylmethanesulphonylamino)benzamido]-2′-methylphenyl}-3,4-dimethoxybenzamide). RXN SMILES: [CH3:1][S:2]([NH:5][C:6]1[CH:7]=[C:8]([CH:32]=[CH:33][CH:34]=1)[C:9]([NH:11][C:12]1[CH:13]=[CH:14][C:15]([CH3:31])=[C:16]([NH:18][C:19](=[O:30])[C:20]2[CH:25]=[CH:24][C:23]([O:26][CH3:27])=[C:22]([O:28][CH3:29])[CH:21]=2)[CH:17]=1)=[O:10])(=[O:4])=[O:3].[H-].[Na+].[CH3:37]I.O>CN(C=O)C>[CH3:37][N:5]([S:2]([CH3:1])(=[O:4])=[O:3])[C:6]1[CH:7]=[C:8]([CH:32]=[CH:33][CH:34]=1)[C:9]([NH:11][C:12]1[CH:13]=[CH:14][C:15]([CH3:31])=[C:16]([NH:18][C:19](=[O:30])[C:20]2[CH:25]=[CH:24][C:23]([O:26][CH3:27])=[C:22]([O:28][CH3:29])[CH:21]=2)[CH:17]=1)=[O:10] |f:1.2|. Procedure details: A solution of N-[5-(3-methanesulphonylaminobenzamido)-2-methylphenyl]-3,4-dimethoxybenzamide (0.3 g) in DMF (5 ml) was added portionwise to a stirred mixture of sodium hydride (0.025 g) in DMF (5 ml). The resultant mixture was stirred at ambient temperature for 40 minutes. Methyl iodide (0.088 g) was added and the mixture was stirred at ambient temperature for 3 hours. The mixture was poured into water (150 ml). The resultant precipitate was isolated, washed in turn with water and diethyl ether ... Starting materials: Cl.C(C)(C)(C)C1=CC=C(C=C1)[C@H](C)N ((S)-1-(4-(tert-butyl)phenyl)ethanamine hydrochloride), ClC1=C(C=C(CN2C(=C(C3=CC(=CC=C23)C(=O)O)C)C)C=C1)O[C@H](C(=O)OC)C ((S)-1-(4-chloro-3-((1-methoxy-1-oxopropan-2-yl)oxy)benzyl)-2,3-dimethyl-1H-indole-5-carboxylic acid). The product is C(C)(C)(C)C1=CC=C(C=C1)[C@H](C)NC(=O)C=1C=C2C(=C(N(C2=CC1)CC=1C=CC(=C(O[C@H](C(=O)OC)C)C1)Cl)C)C ((S)-Methyl 2-(5-((5-(((S)-1-(4-(tert-butyl)phenyl)ethyl)carbamoyl)-2,3-dimethyl-1H-indol-1-yl)methyl)-2-chlorophenoxy)propanoate). Reaction SMILES: Cl.[C:2]([C:6]1[CH:11]=[CH:10][C:9]([C@@H:12]([NH2:14])[CH3:13])=[CH:8][CH:7]=1)([CH3:5])([CH3:4])[CH3:3].[Cl:15][C:16]1[CH:36]=[CH:35][C:19]([CH2:20][N:21]2[C:29]3[C:24](=[CH:25][C:26]([C:30](O)=[O:31])=[CH:27][CH:28]=3)[C:23]([CH3:33])=[C:22]2[CH3:34])=[CH:18][C:17]=1[O:37][C@@H:38]([CH3:43])[C:39]([O:41][CH3:42])=[O:40]>>[C:2]([C:6]1[CH:7]=[CH:8][C:9]([C@@H:12]([NH:14][C:30]([C:26]2[CH:25]=[C:24]3[C:29](=[CH:28][CH:27]=2)[N:21]([CH2:20][C:19]2[CH:35]=[CH:36][C:16]([Cl:15])=[C:17]([CH:18]=2)[O:37][C@@H:38]([CH3:43])[C:39]([O:41][CH3:42])=[O:40])[C:22]([CH3:34])=[C:23]3[CH3:33])=[O:31])[CH3:13])=[CH:10][CH:11]=1)([CH3:5])([CH3:3])[CH3:4] |f:0.1|. Reported procedure: The title compound was prepared following the same protocol as described in Step 5, Example 36, using the (S)-1-(4-(tert-butyl)phenyl)ethanamine hydrochloride instead of the (S)-1-(3-cyclopropylphenyl)ethanamine hydrochloride the (S)-1-(4-chloro-3-((1-methoxy-1-oxopropan-2-yl)oxy)benzyl)-2,3-dimethyl-1H-indole-5-carboxylic acid instead of the 1-(4-(2-methoxy-2-oxoethoxy)benzyl)-2,3-dimethyl-1H-indole-5-carboxylic acid. Reactants: BrC=1N=CC(=C2C1NC=C2C(C(=O)N2CC1=CC=CC(=C1CC2)C2=NC=CC=C2)=O)OC (1-(7-bromo-4-methoxy-1H-pyrrolo[2,3-c]pyridin-3-yl)-2-(5-(pyridin-2-yl)-3,4-dihydroisoquinolin-2(1H)-yl)ethane-1,2-dione), FC(C1=NNC=C1)(F)F (3-(trifluoromethyl)-1H-pyrazole), CN[C@H]1[C@H](CCCC1)NC ((1R,2S)—N1,N2-dimethylcyclohexane-1,2-diamine), C([O-])([O-])=O.[K+].[K+] (potassium carbonate). Reagents/catalysts: [Cu]I (copper(I) iodide). The solvent is O1CCOCC1 (dioxane). Run at temperature 100 celsius. The product is COC1=C2C(=C(N=C1)N1N=C(C=C1)C(F)(F)F)NC=C2C(C(=O)N2CC1=CC=CC(=C1CC2)C2=NC=CC=C2)=O (1-(4-methoxy-7-(3-(trifluoromethyl)-1H-pyrazol-1-yl)-1H-pyrrolo[2,3-c]pyridin-3-yl)-2-(5-(pyridin-2-yl)-3,4-dihydroisoquinolin-2(1H)-yl)ethane-1,2-dione). Reaction SMILES: Br[C:2]1[N:3]=[CH:4][C:5]([O:31][CH3:32])=[C:6]2[C:10]([C:11](=[O:30])[C:12]([N:14]3[CH2:23][CH2:22][C:21]4[C:16](=[CH:17][CH:18]=[CH:19][C:20]=4[C:24]4[CH:29]=[CH:28][CH:27]=[CH:26][N:25]=4)[CH2:15]3)=[O:13])=[CH:9][NH:8][C:7]=12.[F:33][C:34]([F:41])([F:40])[C:35]1[CH:39]=[CH:38][NH:37][N:36]=1.CN[C@@H]1CCCC[C@@H]1NC.C(=O)([O-])[O-].[K+].[K+]>O1CCOCC1.[Cu]I>[CH3:32][O:31][C:5]1[CH:4]=[N:3][C:2]([N:37]2[CH:38]=[CH:39][C:35]([C:34]([F:41])([F:40])[F:33])=[N:36]2)=[C:7]2[NH:8][CH:9]=[C:10]([C:11](=[O:30])[C:12]([N:14]3[CH2:23][CH2:22][C:21]4[C:16](=[CH:17][CH:18]=[CH:19][C:20]=4[C:24]4[CH:29]=[CH:28][CH:27]=[CH:26][N:25]=4)[CH2:15]3)=[O:13])[C:6]=12 |f:3.4.5|. Procedure: A mixture of 1-(7-bromo-4-methoxy-1H-pyrrolo[2,3-c]pyridin-3-yl)-2-(5-(pyridin-2-yl)-3,4-dihydroisoquinolin-2(1H)-yl)ethane-1,2-dione (100 mg, 0.204 mmol), 3-(trifluoromethyl)-1H-pyrazole (55.4 mg, 0.407 mmol), (1R,2S)—N1,N2-dimethylcyclohexane-1,2-diamine (5.79 mg, 0.041 mmol), copper(I) iodide (19.38 mg, 0.102 mmol) and potassium carbonate (84 mg, 0.611 mmol) in dioxane (1 mL) was heated up at 100° C. for 36 hours. LCMS indicated desired product was formed. The reaction mixture was filtered an... Yields the product ClC1=C(C2=C(CCN(CC2)C(C(F)(F)F)=O)C=C1)NCC=1C=C2C=CC=NC2=CC1 (7-chloro-6-[(quinolin-6-yl-methyl)-amino]-3-(2,2,2-trifluoroacetyl)-2,3,4,5-tetrahydro-1H-benzo[d]azepine). The reactants are ClC1=C(C2=C(CCN(CC2)C(C(F)(F)F)=O)C=C1)OS(=O)(=O)C(F)(F)F (7-chloro-3-(2,2,2-trifluoroacetyl)-6-trifluoromethanesulfonyloxy-2,3,4,5-tetrahydro-1H-benzo[d]azepine), C([O-])([O-])=O.[Cs+].[Cs+] (cesium carbonate), NCC=1C=C2C=CC=NC2=CC1 (6-aminomethyl-quinoline), C=1C=CC(=CC1)P(C=2C=CC=CC2)C3=CC=C4C=CC=CC4=C3C5=C6C=CC=CC6=CC=C5P(C=7C=CC=CC7)C=8C=CC=CC8 (BINAP). RXN SMILES: [Cl:1][C:2]1[CH:18]=[CH:17][C:5]2[CH2:6][CH2:7][N:8]([C:11](=[O:16])[C:12]([F:15])([F:14])[F:13])[CH2:9][CH2:10][C:4]=2[C:3]=1OS(C(F)(F)F)(=O)=O.[NH2:27][CH2:28][C:29]1[CH:30]=[C:31]2[C:36](=[CH:37][CH:38]=1)[N:35]=[CH:34][CH:33]=[CH:32]2.C1C=CC(P(C2C(C3C(P(C4C=CC=CC=4)C4C=CC=CC=4)=CC=C4C=3C=CC=C4)=C3C(C=CC=C3)=CC=2)C2C=CC=CC=2)=CC=1.C(=O)([O-])[O-].[Cs+].[Cs+]>C1C=CC(/C=C/C(/C=C/C2C=CC=CC=2)=O)=CC=1.C1C=CC(/C=C/C(/C=C/C2C=CC=CC=2)=O)=CC=1.C1C=CC(/C=C/C(/C=C/C2C=CC=CC=2)=O)=CC=1.[Pd].[Pd]>[Cl:1][C:2]1[CH:18]=[CH:17][C:5]2[CH2:6][CH2:7][N:8]([C:11](=[O:16])[C:12]([F:15])([F:14])[F:13])[CH2:9][CH2:10][C:4]=2[C:3]=1[NH:27][CH2:28][C:29]1[CH:30]=[C:31]2[C:36](=[CH:37][CH:38]=1)[N:35]=[CH:34][CH:33]=[CH:32]2 |f:3.4.5,6.7.8.9.10|. The reagents and catalysts are C=1C=CC(=CC1)/C=C/C(=O)/C=C/C2=CC=CC=C2.C=1C=CC(=CC1)/C=C/C(=O)/C=C/C2=CC=CC=C2.C=1C=CC(=CC1)/C=C/C(=O)/C=C/C2=CC=CC=C2.[Pd].[Pd] (tris(dibenzylideneacetone)dipalladium(0)). Procedure details: Use a method similar to the General Procedure 5-2, using 7-chloro-3-(2,2,2-trifluoroacetyl)-6-trifluoromethanesulfonyloxy-2,3,4,5-tetrahydro-1H-benzo[d]azepine (0.2 g; 0.35 mmol) and 6-aminomethyl-quinoline (0.2 g, 1.06 mmol) with tris(dibenzylideneacetone)dipalladium(0) (32.0 mg, 0.04 mmol), BINAP (44.0 mg, 0.07 mmol) and cesium carbonate (0.2 g, 0.71 mmol) at 90° C. for 17 h, to obtain 7-chloro-6-[(quinolin-6-yl-methyl)-amino]-3-(2,2,2-trifluoroacetyl)-2,3,4,5-tetrahydro-1H-benzo[d]azepine as ...